This data is from the Open Reaction Database (ORD), a public repository of structured organic reaction records. The task is: describe an organic reaction: reactants, conditions, products, and yield Starting materials: COC(=O)C1N(C(N(C1)S(=O)(=O)C1=C(C=CC=C1)C(F)(F)F)=O)C1=CC=CC=C1 ((RS)-2-oxo-3-phenyl-1-(2-trifluoromethyl-benzenesulfonyl)-imidazolidine-4-carboxylic acid methyl ester), [OH-].[Na+] (sodium hydroxide). The product is O=C1N(CC(N1C1=CC=CC=C1)C(=O)O)S(=O)(=O)C1=C(C=CC=C1)C(F)(F)F ((RS)-2-oxo-3-phenyl-1-(2-trifluoromethyl-benzenesulfonyl)-imidazolidine-4-carboxylic acid). RXN SMILES: C[O:2][C:3]([CH:5]1[CH2:9][N:8]([S:10]([C:13]2[CH:18]=[CH:17][CH:16]=[CH:15][C:14]=2[C:19]([F:22])([F:21])[F:20])(=[O:12])=[O:11])[C:7](=[O:23])[N:6]1[C:24]1[CH:29]=[CH:28][CH:27]=[CH:26][CH:25]=1)=[O:4].[OH-].[Na+]>>[O:23]=[C:7]1[N:6]([C:24]2[CH:29]=[CH:28][CH:27]=[CH:26][CH:25]=2)[CH:5]([C:3]([OH:4])=[O:2])[CH2:9][N:8]1[S:10]([C:13]1[CH:18]=[CH:17][CH:16]=[CH:15][C:14]=1[C:19]([F:21])([F:22])[F:20])(=[O:12])=[O:11] |f:1.2|. Reported procedure: Steps 4 and 5: In analogy to example 1, (RS)-2-oxo-3-phenyl-1-(2-trifluoromethyl-benzenesulfonyl)-imidazolidine-4-carboxylic acid methyl ester was hydrolyzed using sodium hydroxide solution to give (RS)-2-oxo-3-phenyl-1-(2-trifluoromethyl-benzenesulfonyl)-imidazolidine-4-carboxylic acid. Finally, (RS)-2-oxo-3-phenyl-1-(2-trifluoromethyl-benzenesulfonyl)-imidazolidine-4-carboxylic acid was coupled with 1-(2,5-dimethylphenyl)piperazine to give the title compound as a colorless solid. MS: 586.8 ([M... Reactants: O=C(CCCBr)OCc1ccccc1, CCNCC, ClCCl. Yields the product CCN(CC)CCCC(=O)OCc1ccccc1. Reaction SMILES: [Br:1][CH2:2][CH2:3][CH2:4][C:5](=[O:6])[O:7][CH2:8][c:9]1[cH:10][cH:11][cH:12][cH:13][cH:14]1.[CH2:15]([CH3:16])[NH:17][CH2:18][CH3:19].[Cl:20][CH2:21][Cl:22]>>[CH2:2]([CH2:3][CH2:4][C:5](=[O:6])[O:7][CH2:8][c:9]1[cH:10][cH:11][cH:12][cH:13][cH:14]1)[N:17]([CH2:15][CH3:16])[CH2:18][CH3:19]. Yield: 53.0%. Product: C1(CC1)CN1C(=CC2=CC(=CC=C12)C(=O)N1CC(CC1)N(C)C)C(=O)N1CCC(CC1)(F)F ([1-Cyclopropylmethyl-5-(3-dimethylamino-pyrrolidine-1-carbonyl)-1H-indol-2-yl]-(4,4-difluoro-piperidin-1-yl)-methanone). Procedure details: The title compound was synthesized in analogy to example 51, from (RS)-(4,4-difluoro-piperidin-1-yl)-[5-(3-dimethylamino-pyrrolidine-1-carbonyl)-1H-indol-2-yl]-methanone (example 42, intermediate a)), sodium hydride and cyclopropylmethyl bromide in N,N-dimethylformamide, to give the desired product as a colorless foam (53%). Starting materials: FC1(CCN(CC1)C(=O)C=1NC2=CC=C(C=C2C1)C(=O)N1CC(CC1)N(C)C)F ((RS)-(4,4-difluoro-piperidin-1-yl)-[5-(3-dimethylamino-pyrrolidine-1-carbonyl)-1H-indol-2-yl]-methanone), [H-].[Na+] (sodium hydride), C1(CC1)CBr (cyclopropylmethyl bromide). RXN SMILES: [F:1][C:2]1([F:29])[CH2:7][CH2:6][N:5]([C:8]([C:10]2[NH:11][C:12]3[C:17]([CH:18]=2)=[CH:16][C:15]([C:19]([N:21]2[CH2:25][CH2:24][CH:23]([N:26]([CH3:28])[CH3:27])[CH2:22]2)=[O:20])=[CH:14][CH:13]=3)=[O:9])[CH2:4][CH2:3]1.[H-].[Na+].[CH:32]1([CH2:35]Br)[CH2:34][CH2:33]1>CN(C)C=O>[CH:32]1([CH2:35][N:11]2[C:12]3[C:17](=[CH:16][C:15]([C:19]([N:21]4[CH2:25][CH2:24][CH:23]([N:26]([CH3:27])[CH3:28])[CH2:22]4)=[O:20])=[CH:14][CH:13]=3)[CH:18]=[C:10]2[C:8]([N:5]2[CH2:6][CH2:7][C:2]([F:1])([F:29])[CH2:3][CH2:4]2)=[O:9])[CH2:34][CH2:33]1 |f:1.2|. Run in CN(C=O)C (N,N-dimethylformamide). Run in CN(C)C=O (DMF). Reaction SMILES: [CH3:1][O:2][C:3]([C:5]1[CH:6]=[C:7]2[C:11](=[CH:12][CH:13]=1)[NH:10][C:9]([C:14](=[O:25])[NH:15][CH:16]1[CH2:21][CH2:20][N:19]([CH:22]([CH3:24])[CH3:23])[CH2:18][CH2:17]1)=[CH:8]2)=[O:4].Br[CH2:27][C:28]([NH:30][C:31]1[CH:36]=[CH:35][C:34]([Cl:37])=[CH:33][N:32]=1)=[O:29].[H-].[Na+]>CN(C=O)C>[CH3:1][O:2][C:3]([C:5]1[CH:6]=[C:7]2[C:11](=[CH:12][CH:13]=1)[N:10]([CH2:27][C:28](=[O:29])[NH:30][C:31]1[CH:36]=[CH:35][C:34]([Cl:37])=[CH:33][N:32]=1)[C:9]([C:14](=[O:25])[NH:15][CH:16]1[CH2:17][CH2:18][N:19]([CH:22]([CH3:23])[CH3:24])[CH2:20][CH2:21]1)=[CH:8]2)=[O:4] |f:2.3|. Reported procedure: To a solution of 3 g 2-(1-Isopropyl-piperidin-4-ylcarbamoyl)-1H-indole-5-carboxylic acid methyl ester in 80 ml absolute DMF 419 mg NaH (60% in mineral oil) were added under an argon atmosphere. After stirring for 30 min. 2.179 g 2-Bromo-N-(5-chloro-pyridin-2-yl)-acetamide were added and the reaction mixture stirred for 2 h at RT. Then additional 105 mg NaH (60% in mineral oil) and 1.089 g 2-Bromo-N-(5-chloro-pyridin-2-yl)-acetamide were added and the mixture stirred for 1 h at RT. The solvent wa... The product is COC(=O)C=1C=C2C=C(N(C2=CC1)CC(NC1=NC=C(C=C1)Cl)=O)C(NC1CCN(CC1)C(C)C)=O (1-[(5-Chloro-pyridin-2-ylcarbamoyl)-methyl]-2-(1-isopropyl-piperidin-4-ylcarbamoyl)-1H-indole-5-carboxylic acid methyl ester). Run at time 30 minute. Starting materials: COC(=O)C=1C=C2C=C(NC2=CC1)C(NC1CCN(CC1)C(C)C)=O (2-(1-Isopropyl-piperidin-4-ylcarbamoyl)-1H-indole-5-carboxylic acid methyl ester), [H-].[Na+] (NaH), BrCC(=O)NC1=NC=C(C=C1)Cl (2-Bromo-N-(5-chloro-pyridin-2-yl)-acetamide), BrCC(=O)NC1=NC=C(C=C1)Cl (2-Bromo-N-(5-chloro-pyridin-2-yl)-acetamide). Starting materials: [OH-].[Na+] (sodium hydroxide), COC(=O)C=1C=C2C(=CNC2=CC1)CCCCN1CC2=C(CC1)C1=C(S2)C=CC=C1 (2-[4-(5-methoxycarbonyl-3-indolyl)butyl]-1,2,3,4-tetrahydrobenzothieno[2,3-c]pyridine), [H-].[Al+3].[Li+].[H-].[H-].[H-] (lithium aluminium hydride). Yields the product OCC=1C=C2C(=CNC2=CC1)CCCCN1CC2=C(CC1)C1=C(S2)C=CC=C1 (2-[4-(5-hydroxymethyl-3-indolyl)butyl]-1,2,3,4-tetrahydrobenzothieno[2,3-c]pyridine). The solvent is C1CCOC1 (THF), C1CCOC1 (THF). As a reaction SMILES: C[O:2][C:3]([C:5]1[CH:6]=[C:7]2[C:11](=[CH:12][CH:13]=1)[NH:10][CH:9]=[C:8]2[CH2:14][CH2:15][CH2:16][CH2:17][N:18]1[CH2:23][CH2:22][C:21]2[C:24]3[CH:30]=[CH:29][CH:28]=[CH:27][C:25]=3[S:26][C:20]=2[CH2:19]1)=O.[H-].[Al+3].[Li+].[H-].[H-].[H-].[OH-].[Na+]>C1COCC1>[OH:2][CH2:3][C:5]1[CH:6]=[C:7]2[C:11](=[CH:12][CH:13]=1)[NH:10][CH:9]=[C:8]2[CH2:14][CH2:15][CH2:16][CH2:17][N:18]1[CH2:23][CH2:22][C:21]2[C:24]3[CH:30]=[CH:29][CH:28]=[CH:27][C:25]=3[S:26][C:20]=2[CH2:19]1 |f:1.2.3.4.5.6,7.8|. Conditions: time 1 hour. Procedure details: A solution of 4.18 g of 2-[4-(5-methoxycarbonyl-3-indolyl)butyl]-1,2,3,4-tetrahydrobenzothieno[2,3-c]pyridine in 40 ml of THF is added dropwise to a stirred suspension of 0.57 g of lithium aluminium hydride in 20 ml of THF at 20° under N2. The mixture is stirred at 20° for 1 hour, and decomposition is carried out with dilute sodium hydroxide solution and then with water, and the mixture is filtered, the usual working up is carried out on the filtrate, and 2-[4-(5-hydroxymethyl-3-indolyl)butyl]-1... Starting materials: [Br-].ClC1=CC=C(C=C1)C1=NOC(=C1)C[N+]12CN3CN(CN(C1)C3)C2 (1-[[3-(4-chlorophenyl)-5-isoxazolyl]methyl]-3,5,7-triaza-1-azoniaadamantane bromide), Cl (hydrochloric acid). Run in CO (methanol). Yields the product NCC1=CC(=NO1)C1=CC=C(C=C1)Cl (5-aminomethyl-3-(4-chlorophenyl)isoxazole). RXN SMILES: [Br-].[Cl:2][C:3]1[CH:8]=[CH:7][C:6]([C:9]2[CH:13]=[C:12]([CH2:14][N+:15]34CN5CN(CN(C5)C3)C4)[O:11][N:10]=2)=[CH:5][CH:4]=1.Cl>CO>[NH2:15][CH2:14][C:12]1[O:11][N:10]=[C:9]([C:6]2[CH:7]=[CH:8][C:3]([Cl:2])=[CH:4][CH:5]=2)[CH:13]=1 |f:0.1|. Procedure: A 205 g. portion of the product of Example 5 was dissolved in 1.5 l. of methanol and 250 ml. of concentrated hydrochloric acid was added. The mixture was stirred at reflux temperature overnight, and the solvent was then evaporated under vacuum. The residue was neutralized with aqueous sodium hydroxide and the product was extracted from the aqueous mixture with methylene dichloride and was purified by evaporating the solvent and recrystallizing the residue from ethanol-petroleum ether. The produc...